From a dataset of the Open Reaction Database (ORD), a public repository of structured organic reaction records. describe an organic reaction: reactants, conditions, products, and yield Starting materials: ClC1=C(C(=CC=C1)Cl)C=1NC2=CC(=CC=C2C1)C(=O)O (2-(2,6-dichlorophenyl)-1H-indole-6-carboxylic acid), N1=C(SC2=NC=CC=C21)N (thiazolo[5,4-b]pyridin-2-ylamine), CCN=C=NCCCN(C)C (EDCI), C=1C=CC2=C(C1)N=NN2O (HOBT). Solvent: C1CCOC1 (THF). Reaction conditions: temperature 150 celsius. Product: N1=C(SC2=NC=CC=C21)NC(=O)C2=CC=C1C=C(NC1=C2)C2=C(C=CC=C2Cl)Cl (2-(2,6-Dichlorophenyl)-1H-indole-6-carboxylic acid thiazolo[5,4-b]pyridin-2-ylamide). Reaction SMILES: [Cl:1][C:2]1[CH:7]=[CH:6][CH:5]=[C:4]([Cl:8])[C:3]=1[C:9]1[NH:10][C:11]2[C:16]([CH:17]=1)=[CH:15][CH:14]=[C:13]([C:18]([OH:20])=O)[CH:12]=2.[N:21]1[C:29]2[C:24](=[N:25][CH:26]=[CH:27][CH:28]=2)[S:23][C:22]=1[NH2:30].CCN=C=NCCCN(C)C.C1C=CC2N(O)N=NC=2C=1>C1COCC1>[N:21]1[C:29]2[C:24](=[N:25][CH:26]=[CH:27][CH:28]=2)[S:23][C:22]=1[NH:30][C:18]([C:13]1[CH:12]=[C:11]2[C:16]([CH:17]=[C:9]([C:3]3[C:4]([Cl:8])=[CH:5][CH:6]=[CH:7][C:2]=3[Cl:1])[NH:10]2)=[CH:15][CH:14]=1)=[O:20]. Procedure details: A mixture of 2-(2,6-dichlorophenyl)-1H-indole-6-carboxylic acid (362 mg, 1.18 mmol), thiazolo[5,4-b]pyridin-2-ylamine (179 mg, 1.18 mmol), EDCI (340 mg, 1.77 mmol) and HOBT (176 mg, 1.30 mmol) in THF (10 mL) was heated in a microwave apparatus at 150° C. for 3 h. The insolubles were filtered off and the filtrate was concentrated under reduced pressure. The residue was chromatographed using a 30-70% gradient of heptane/ethyl acetate to afford the title compound. 1H NMR (DMSO-d6, 400 MHz): δ 12.95... The reactants are C(C)(=O)NCCO (2-acetylaminoethanol), N1=CC=CC=C1 (pyridine), ClC(=O)OCCl (chloromethyl chloroformate). Run in O1CCCC1 (tetrahydrofuran), O1CCCC1 (tetrahydrofuran). Run at time 16 hour. Product: C(OCCNC(C)=O)(OCCl)=O ([2-(acetylamino)ethyl] chloromethyl carbonate). Yield: 85.4%. Reaction SMILES: [C:1]([NH:4][CH2:5][CH2:6][OH:7])(=[O:3])[CH3:2].N1C=CC=CC=1.Cl[C:15]([O:17][CH2:18][Cl:19])=[O:16]>O1CCCC1>[C:15](=[O:16])([O:17][CH2:18][Cl:19])[O:7][CH2:6][CH2:5][NH:4][C:1](=[O:3])[CH3:2]. Procedure details: To a mixture of 2-acetylaminoethanol (20.0 g), pyridine (15.3 g) and tetrahydrofuran (100 ml), a solution of chloromethyl chloroformate (25.2 g) in tetrahydrofuran (50 ml) was added dropwise under ice cooling over the period of 30 minutes. After stirring at room temperature for 16 hours, the resulting solid was removed off by filtration and washed with tetrahydrofuran (30 ml). The filtrate and the washing were combined, and concentrated under reduced pressure. To the residue, ethyl acetate (300 ... Yields the product COc1cc(Br)cc2c1C(N(C)C1CC1)CCC2(C)C. Reactants: COc1cc(Br)cc2c1C(=O)CCC2(C)C, [BH3-]C#N, O=C([O-])[O-], CI, CC#N, CCOCC, CC(=O)O, NC1CC1, ClCCl, [K+], [K+], [Na+], [Na+], [Na+], O=C([O-])[O-], O. Reaction SMILES: [Br:1][c:2]1[cH:3][c:4]2[c:9]([c:10]([O:12][CH3:13])[cH:11]1)[C:8](=[O:14])[CH2:7][CH2:6][C:5]2([CH3:15])[CH3:16].[C:21]([BH3-:22])#[N:23].[C:25](=[O:26])([O-:27])[O-:28].[CH3:31][I:32].[CH3:36][C:37]#[N:38].[CH3:46][CH2:47][O:48][CH2:49][CH3:50].[CH3:51][C:52](=[O:53])[OH:54].[CH:17]1([NH2:20])[CH2:18][CH2:19]1.[Cl:33][CH2:34][Cl:35].[K+:29].[K+:30].[Na+:24].[Na+:40].[Na+:41].[O-:42][C:43](=[O:44])[O-:45].[OH2:39]>>[Br:1][c:2]1[cH:3][c:4]2[c:9]([c:10]([O:12][CH3:13])[cH:11]1)[CH:8]([N:20]([CH:17]1[CH2:18][CH2:19]1)[CH3:21])[CH2:7][CH2:6][C:5]2([CH3:15])[CH3:16]. Starting materials: CC=1SC2=C(N1)C=C(C=C2)OC[C@H](CC)O ((2S)-1-(2-methylbenzothiazol-5-yloxy)butan-2-ol), N1(CCNCC1)C(=O)OC(C)(C)C (tert butyl piperazinecarboxylate), ( 5 ), FC(C(=O)O)(F)F.C(Cl)Cl (trifluoroacetic acid methylene chloride). The solvent is CC(=O)C (acetone), C([O-])([O-])=O.[K+].[K+] (potassium carbonate). Run at time 8 hour. Yields the product CC=1SC2=C(N1)C=C(C=C2)OC[C@H](CN2CCNCC2)O ((2S)-1-(2-methylbenzothiazol-5-yloxy)-3-piperazinylpropan-2-ol). As a reaction SMILES: [CH3:1][C:2]1[S:3][C:4]2[CH:10]=[CH:9][C:8]([O:11][CH2:12][C@@H:13]([OH:16])[CH2:14]C)=[CH:7][C:5]=2[N:6]=1.[N:17]1(C(OC(C)(C)C)=O)[CH2:22][CH2:21][NH:20][CH2:19][CH2:18]1.FC(F)(F)C(O)=O.C(Cl)Cl>CC(C)=O.C(=O)([O-])[O-].[K+].[K+]>[CH3:1][C:2]1[S:3][C:4]2[CH:10]=[CH:9][C:8]([O:11][CH2:12][C@@H:13]([OH:16])[CH2:14][N:17]3[CH2:22][CH2:21][NH:20][CH2:19][CH2:18]3)=[CH:7][C:5]=2[N:6]=1 |f:2.3,5.6.7|. Procedure details: A solution of (2S)-1-(2-methylbenzothiazol-5-yloxy)butan-2-ol, tert butyl piperazinecarboxylate, a compound of formula (5) (2.0 g, 4.9 mmol), and 25% trifluoroacetic acid/methylene chloride (20 ml) was allowed- to stir at room temperature overnight. The solvent was evaporated (in vacuo) to yield an oil. The oil was diluted with acetone (20 ml) and solid potassium carbonate was added until the foaming stopped. The resulting mixture was allowed to stir overnight. The solution was filtered through ... Reactants: N1=C(C=C(C=C1C)C)C (2,4,6-collidine), ClN1C(N(C(N(C1=O)Cl)=O)Cl)=O (trichloroisocyanuric acid). Solvent: C(Cl)(Cl)Cl (chloroform). Reaction conditions: time 30 minute. The product is ClCC1=NC(=CC(=C1)C)C (2-chloromethyl-4,6-dimethyl pyridine). Yield: 48.2%. RXN SMILES: [N:1]1[C:6]([CH3:7])=[CH:5][C:4]([CH3:8])=[CH:3][C:2]=1[CH3:9].[Cl:10]N1C(=O)N(Cl)C(=O)N(Cl)C1=O>C(Cl)(Cl)Cl>[Cl:10][CH2:9][C:2]1[CH:3]=[C:4]([CH3:8])[CH:5]=[C:6]([CH3:7])[N:1]=1. Reported procedure: A solution of 121.18 g (1 mole) of 2,4,6-collidine in 400 ml of chloroform was heated at reflux while adding in portions 140 g (0.6 mole) of trichloroisocyanuric acid (min. 90% available chlorine) over 4 hours and stirring was continued for another 30 minutes and then cooled and filtered. The filtrate was admixed with 150 ml of 10% HCl to transform the product into the aqueous phase. The decanted acid aqueous phase was mixed with 150 ml of ethyl acetate and was made alkaline with sodium hydroxid... Reactants: COC=1C=CC2=C(C(=CC3=C(O2)C=CC=C3)C(=O)O)C1 (8-methoxy-dibenz[b,f]oxepine-10-carboxylic acid). Solvent: C(C)(=O)OCC.CCCCCC (ethyl acetate hexane). The product is COC=1C=CC2=C(C(=CC3=C(O2)C=CC=C3)CO)C1 ((8-Methoxy-dibenz[b,f]oxepin-10-yl)methanol). Yield: 96.0%. RXN SMILES: [CH3:1][O:2][C:3]1[CH:4]=[CH:5][C:6]2[O:12][C:11]3[CH:13]=[CH:14][CH:15]=[CH:16][C:10]=3[CH:9]=[C:8]([C:17](O)=[O:18])[C:7]=2[CH:20]=1>C(OCC)(=O)C.CCCCCC>[CH3:1][O:2][C:3]1[CH:4]=[CH:5][C:6]2[O:12][C:11]3[CH:13]=[CH:14][CH:15]=[CH:16][C:10]=3[CH:9]=[C:8]([CH2:17][OH:18])[C:7]=2[CH:20]=1 |f:1.2|. Reported procedure: Preparation analogous to Example 12f) from 8-methoxy-dibenz[b,f]oxepine-10-carboxylic acid. Yield: 96% in the form of a brown oil; TLC (silica gel; ethyl acetate/hexane=1:1; UV): Rf =0.31; 1H-NMR (CDCl3, 300 MHz): 1.80 (sbr, 1H); 3.78 (s, 3H); 4.69 (s, 2H); 6.82-7.33 (m, 8H) MS: 254 (M+), 211, 182, 181, 168, 165, 153, 152. Reactants: ClC[C@@H](CC#CC[Si](C)(C)C)O ((R)-1-Chloro-6-trimethylsilanyl-hex-4-yn-2-ol). Reagents/catalysts: N1=CC=CC2=CC=CC=C12 (quinoline), [Pd].CC(=O)[O-].CC(=O)[O-].[Pb+2] (Lindlar catalyst). Run in CCO (EtOH). The product is ClC[C@@H](C\C=C/C[Si](C)(C)C)O ((Z)-(R)-1-chloro-6-trimethylsilanyl-hex-4-en-2-ol). The yield is 98.5%. RXN SMILES: [Cl:1][CH2:2][C@H:3]([OH:12])[CH2:4][C:5]#[C:6][CH2:7][Si:8]([CH3:11])([CH3:10])[CH3:9]>N1C2C(=CC=CC=2)C=CC=1.[Pd].CC([O-])=O.CC([O-])=O.[Pb+2].CCO>[Cl:1][CH2:2][C@H:3]([OH:12])[CH2:4]/[CH:5]=[CH:6]\[CH2:7][Si:8]([CH3:9])([CH3:10])[CH3:11] |f:2.3.4.5|. Procedure: 13.04 g (63.7 mmol) of (R)-1-Chloro-6-trimethylsilanyl-hex-4-yn-2-ol was dissolved in 260 ml of abs. EtOH and hydrogenated, in the presence of 9 drops of quinoline, over 1.70 g of Lindlar catalyst at ambient temperature and 1 atm of H2. The progress of the reaction was followed by GC. After 2 h the reaction mixture was filtered and the solvent removed i.V. Short flash chromatography (SiO2, hexane/AcOEt=85/15) afforded 12.97 g of (Z)-(R)-1-chloro-6-trimethylsilanyl-hex-4-en-2-ol as colorless oil. Starting materials: BrC=1C(NN=C(C1Br)OCCSC1=CC=C(C=C1)[N+](=O)[O-])=O (4,5-dibromo-6-[2-(4-nitrophenylthio)ethyloxy]-3(2H)-pyridazinone), COC=1C=C(C=CC1OC)CN (3,4-dimethoxyphenylmethyl amine). The solvent is O.O1CCOCC1 (water dioxane). Yields the product BrC=1C(NN=C(C1NCC1=CC(=C(C=C1)OC)OC)OCCSC1=CC=C(C=C1)[N+](=O)[O-])=O (4-bromo-5-(3,4-dimethoxyphenylmethylamino)-6-[2-(4-nitrophenylthio)ethyloxy]-3(2H)-pyridazinone). Yield: 61.6%. As a reaction SMILES: [Br:1][C:2]1[C:3](=[O:22])[NH:4][N:5]=[C:6]([O:9][CH2:10][CH2:11][S:12][C:13]2[CH:18]=[CH:17][C:16]([N+:19]([O-:21])=[O:20])=[CH:15][CH:14]=2)[C:7]=1Br.[CH3:23][O:24][C:25]1[CH:26]=[C:27]([CH2:33][NH2:34])[CH:28]=[CH:29][C:30]=1[O:31][CH3:32]>O.O1CCOCC1>[Br:1][C:2]1[C:3](=[O:22])[NH:4][N:5]=[C:6]([O:9][CH2:10][CH2:11][S:12][C:13]2[CH:18]=[CH:17][C:16]([N+:19]([O-:21])=[O:20])=[CH:15][CH:14]=2)[C:7]=1[NH:34][CH2:33][C:27]1[CH:28]=[CH:29][C:30]([O:31][CH3:32])=[C:25]([O:24][CH3:23])[CH:26]=1 |f:2.3|. Reported procedure: 1.5 g of 4,5-dibromo-6-[2-(4-nitrophenylthio)ethyloxy]-3(2H)-pyridazinone and 1.32 g of 3,4-dimethoxyphenylmethyl amine were disolved in water-dioxane (1:1) and refluxed for 7 hr. The reaction mixture was cooled to room temperature. The resulting crystals was collected by filtration and recrystallized from dioxane to give 1.1 g of the objective compound. Yield, 60%, Melting point, 170°-171° C. Starting materials: ClCCl, Cc1ccccc1, O=C(Cl)C(=O)Cl, O=C(O)CCc1cccc2cc(S(=O)(=O)c3cccc(F)c3)ccc12, CN(C)C=O. Yields the product NCCc1cccc2cc(S(=O)(=O)c3cccc(F)c3)ccc12. As a reaction SMILES: [CH2:37]([Cl:38])[Cl:39].[CH3:40][c:41]1[cH:42][cH:43][cH:44][cH:45][cH:46]1.[Cl:26][C:27]([C:28]([Cl:29])=[O:30])=[O:31].[F:1][c:2]1[cH:3][c:4]([S:8](=[O:9])(=[O:10])[c:11]2[cH:12][c:13]3[cH:14][cH:15][cH:16][c:17]([CH2:21][CH2:22][C:23]([OH:24])=[O:25])[c:18]3[cH:19][cH:20]2)[cH:5][cH:6][cH:7]1.[O:32]=[CH:33][N:34]([CH3:35])[CH3:36]>>[F:1][c:2]1[cH:3][c:4]([S:8](=[O:9])(=[O:10])[c:11]2[cH:12][c:13]3[cH:14][cH:15][cH:16][c:17]([CH2:21][CH2:22][NH2:34])[c:18]3[cH:19][cH:20]2)[cH:5][cH:6][cH:7]1.